Task: describe an organic reaction: reactants, conditions, products, and yield. Dataset: the Open Reaction Database (ORD), a public repository of structured organic reaction records The reactants are OB(O)C1=CCCCC1, CC(C)(C)NS(=O)(=O)c1ccc(N)c(Br)c1. RXN SMILES: [C:1]1([B:7]([OH:8])[OH:9])=[CH:2][CH2:3][CH2:4][CH2:5][CH2:6]1.[NH2:10][c:11]1[c:12]([Br:25])[cH:13][c:14]([S:17](=[O:18])(=[O:19])[NH:20][C:21]([CH3:22])([CH3:23])[CH3:24])[cH:15][cH:16]1>>[C:1]1([c:12]2[c:11]([NH2:10])[cH:16][cH:15][c:14]([S:17](=[O:18])(=[O:19])[NH:20][C:21]([CH3:22])([CH3:23])[CH3:24])[cH:13]2)=[CH:2][CH2:3][CH2:4][CH2:5][CH2:6]1. The product is CC(C)(C)NS(=O)(=O)c1ccc(N)c(C2=CCCCC2)c1.